Dataset: the Open Reaction Database (ORD), a public repository of structured organic reaction records. Task: describe an organic reaction: reactants, conditions, products, and yield Reactants: CC#N, CC(C)c1cc(Br)cc(C(C)C)c1N, [I-], [K+], O=N[O-], [Na+], O, O=S(=O)(O)O. Yields the product CC(C)c1cc(Br)cc(C(C)C)c1I. As a reaction SMILES: [CH3:26][C:27]#[N:28].[CH:6]([CH3:7])([CH3:8])[c:9]1[c:10]([NH2:11])[c:12]([CH:17]([CH3:18])[CH3:19])[cH:13][c:14]([Br:16])[cH:15]1.[I-:25].[K+:24].[N:20]([O-:21])=[O:22].[Na+:23].[OH2:29].[S:1](=[O:2])(=[O:3])([OH:4])[OH:5]>>[CH:6]([CH3:7])([CH3:8])[c:9]1[c:10]([I:25])[c:12]([CH:17]([CH3:18])[CH3:19])[cH:13][c:14]([Br:16])[cH:15]1. Reactants: C(CC#C)O (But-3-yn-1-ol), 83B, C(C)(C)(C)ON=C1C=C(OC2=CC=C(C=C12)Br)C1=CC=2N(C=N1)C=CC2 (6-bromo-2-pyrrolo[1,2-c]pyrimidin-3-yl-chromen-4-one O-tert-butyl-oxime). The product is C(C)(C)(C)ON=C1C=C(OC2=CC=C(C=C12)CCCCO)C1=CC=2N(C=N1)C=CC2 (6-(4-hydroxy-butyl)-2-pyrrolo[1,2-c]pyrimidin-3-yl-chromen-4-one O-tert-butyl-oxime), title compound. As a reaction SMILES: [C:1]([O:5][N:6]=[C:7]1[C:16]2[C:11](=[CH:12][CH:13]=[C:14](Br)[CH:15]=2)[O:10][C:9]([C:18]2[N:23]=[CH:22][N:21]3[CH:24]=[CH:25][CH:26]=[C:20]3[CH:19]=2)=[CH:8]1)([CH3:4])([CH3:3])[CH3:2].[CH2:27]([OH:31])[CH2:28][C:29]#[CH:30]>>[C:1]([O:5][N:6]=[C:7]1[C:16]2[C:11](=[CH:12][CH:13]=[C:14]([CH2:30][CH2:29][CH2:28][CH2:27][OH:31])[CH:15]=2)[O:10][C:9]([C:18]2[N:23]=[CH:22][N:21]3[CH:24]=[CH:25][CH:26]=[C:20]3[CH:19]=2)=[CH:8]1)([CH3:4])([CH3:3])[CH3:2]. Reported procedure: 6-(4-hydroxy-butyl)-2-pyrrolo[1,2-c]pyrimidin-3-yl-chromen-4-one O-tert-butyl-oxime was prepared in 17% overall yield using the methods described in examples 83A and 83B, starting from 6-bromo-2-pyrrolo[1,2-c]pyrimidin-3-yl-chromen-4-one O-tert-butyl-oxime (tert-butyl protected oxime of example 66) and But-3-yn-1-ol. The title compound was isolated as a yellow solid. Procedure: 8-oxo- 2,2-dimethyl-7α-isopropyl-3-oxa-1-azabicyclo[4.2.0]octane 1.0 g is dissolved in 8 ml of acetic acid and 2 ml H2O is added. The mixture is heated at 65° C. for 1.25 hrs. The acetic acid and H2O are removed under reduced pressure and the residue is taken up in C6H6 and evaporated to give 3-isopropyl-4-(2-hydroxyethyl)azetidinone. The product is C(C)(C)C1C(NC1CCO)=O (3-isopropyl-4-(2-hydroxyethyl)azetidinone). RXN SMILES: [O:1]=[C:2]1[N:9]2[CH:4]([CH2:5][CH2:6][O:7]C2(C)C)[CH:3]1[CH:12]([CH3:14])[CH3:13].O>C(O)(=O)C>[CH:12]([CH:3]1[CH:4]([CH2:5][CH2:6][OH:7])[NH:9][C:2]1=[O:1])([CH3:14])[CH3:13]. Reactants: O=C1C(C2CCOC(N12)(C)C)C(C)C (8-oxo- 2,2-dimethyl-7α-isopropyl-3-oxa-1-azabicyclo[4.2.0]octane), O (H2O). Run at temperature 65 celsius. Solvent: C(C)(=O)O (acetic acid). Reactants: CCN=C=NCCCN(C)C.Cl (WSC HCl), C(C)(C)(C)N (t-butylamine), C=1C=CC2=C(C1)N=NN2O (HOBt), ClC1=CC(=C(C(=O)O)C=C1)F (4-chloro-2-fluorobenzoic acid). The solvent is C(Cl)Cl (methylene chloride), O (water). Conditions: time 3 hour. The product is C(C)(C)(C)NC(C1=C(C=C(C=C1)Cl)F)=O (N-t-Butyl-4-chloro-2-fluorobenzamide). The yield is 95.9%. Reaction SMILES: [Cl:1][C:2]1[CH:10]=[CH:9][C:5]([C:6]([OH:8])=O)=[C:4]([F:11])[CH:3]=1.[C:12]([NH2:16])([CH3:15])([CH3:14])[CH3:13].C1C=CC2N(O)N=NC=2C=1.CCN=C=NCCCN(C)C.Cl>C(Cl)Cl.O>[C:12]([NH:16][C:6](=[O:8])[C:5]1[CH:9]=[CH:10][C:2]([Cl:1])=[CH:3][C:4]=1[F:11])([CH3:15])([CH3:14])[CH3:13] |f:3.4|. Reported procedure: To a suspension of 4-chloro-2-fluorobenzoic acid (0.3494 g, 2.00 mmol) in methylene chloride (10 ml) were added t-butylamine (0.32 ml, 3.05 mmol) and HOBt (0.3248 g, 2.40 mmol), and then WSC HCl (0.4596 g, 2.40 mmol) was added and stirred for 3 hours. The reaction mixture was added into water and extracted three times with ethyl acetate. The combined extracts were dried over MgSO4. The solvent was evaporated and the residue was purified by silica gel chromatography (hexane/ethyl acetate=5/1) to ...